Task: describe an organic reaction: reactants, conditions, products, and yield. Dataset: the Open Reaction Database (ORD), a public repository of structured organic reaction records Reactants: C=CCN, O=C(Cl)c1ccc(Cl)s1, c1ccncc1. Yields the product C=CCNC(=O)c1ccc(Cl)s1. RXN SMILES: [CH2:1]([CH:2]=[CH2:3])[NH2:4].[Cl:5][c:6]1[cH:7][cH:8][c:9]([C:11](=[O:12])[Cl:13])[s:10]1.[cH:14]1[cH:15][cH:16][n:17][cH:18][cH:19]1>>[CH2:1]([CH:2]=[CH2:3])[NH:4][C:11]([c:9]1[cH:8][cH:7][c:6]([Cl:5])[s:10]1)=[O:12]. Reactants: BrC1=C(OC2CCN(CC2)C2=NOC(=N2)C#N)C=C(C=C1)F (3-[4-(2-bromo-5-fluorophenoxy)piperidin-1-yl]-1,2,4-oxadiazole-5-carbonitrile), [N-]=[N+]=[N-].[Na+] (sodium azide), [Cl-].[NH4+] (ammonium chloride). Run in CN(C)C=O (DMF), [OH-].[Na+] (NaOH). Conditions: temperature 100 celsius. Product: BrC1=C(OC2CCN(CC2)C2=NOC(=N2)C2=NN=NN2)C=C(C=C1)F (4-(2-Bromo-5-fluorophenoxy)-1-[5-(1H-tetrazol-5-yl)-1,2,4-oxadiazol-3-yl]piperidine). As a reaction SMILES: [Br:1][C:2]1[CH:21]=[CH:20][C:19]([F:22])=[CH:18][C:3]=1[O:4][CH:5]1[CH2:10][CH2:9][N:8]([C:11]2[N:15]=[C:14]([C:16]#[N:17])[O:13][N:12]=2)[CH2:7][CH2:6]1.[N-:23]=[N+:24]=[N-:25].[Na+].[Cl-].[NH4+]>CN(C=O)C.[OH-].[Na+]>[Br:1][C:2]1[CH:21]=[CH:20][C:19]([F:22])=[CH:18][C:3]=1[O:4][CH:5]1[CH2:6][CH2:7][N:8]([C:11]2[N:15]=[C:14]([C:16]3[NH:25][N:24]=[N:23][N:17]=3)[O:13][N:12]=2)[CH2:9][CH2:10]1 |f:1.2,3.4,6.7|. Procedure: A mixture of 3-[4-(2-bromo-5-fluorophenoxy)piperidin-1-yl]-1,2,4-oxadiazole-5-carbonitrile (8 g, 21.79 mmol), sodium azide (2.125 g, 32.7 mmol) and ammonium chloride (5.83 g, 109 mmol) in DMF (43.6 ml) was heated at 100° C. for 0.5 h. The mixture was cooled to RT, diluted with 1N NaOH (50 mL), washed with Et2O (2×50 mL). The aqueous layer was acidified to pH about 1 with 2N HCl and extracted with EtOAc (3×75 mL). The combined organic fractions were washed with water (2×50 mL) then dried over Na2... Starting materials: ClC=1N=CC(=C2C=CC(=NC12)C)I (8-chloro-5-iodo-2-methyl-[1,7]naphthyridine), FC(C=1C=C(C=CC1)B(O)O)(F)F (3-(trifluoromethyl)phenylboronic acid), NC=1SC=C(N1)C (2-amino-4-methylthiazole). Product: CC=1N=C(SC1)NC=1N=CC(=C2C=CC(=NC12)C)C1=CC(=CC=C1)C(F)(F)F ((4-Methyl-thiazol-2-yl)-[2-methyl-5-(3-trifluoromethyl-phenyl)-[1,7]naphthyridin-8-yl]-amine). Reaction SMILES: Cl[C:2]1[N:3]=[CH:4][C:5](I)=[C:6]2[C:11]=1[N:10]=[C:9]([CH3:12])[CH:8]=[CH:7]2.[F:14][C:15]([F:26])([F:25])[C:16]1[CH:17]=[C:18](B(O)O)[CH:19]=[CH:20][CH:21]=1.[NH2:27][C:28]1[S:29][CH:30]=[C:31]([CH3:33])[N:32]=1>>[CH3:33][C:31]1[N:32]=[C:28]([NH:27][C:2]2[N:3]=[CH:4][C:5]([C:20]3[CH:19]=[CH:18][CH:17]=[C:16]([C:15]([F:26])([F:25])[F:14])[CH:21]=3)=[C:6]3[C:11]=2[N:10]=[C:9]([CH3:12])[CH:8]=[CH:7]3)[S:29][CH:30]=1. Procedure details: The title compound, MS: m/e=401.2 (M+H+), was prepared in accordance with the general method of example 15 step 1 and step 3 from 8-chloro-5-iodo-2-methyl-[1,7]naphthyridine (Example I), 3-(trifluoromethyl)phenylboronic acid and 2-amino-4-methylthiazole. The reactants are C(CCCCCCCO)O (1,8-octanediol), FC=1C=C(COCCCCCCCC(=O)O)C=CC1 (8-(3-fluoro-benzyloxy)-octanoic acid), Cl.Cl.C(C1=CC=CC=C1)OC(C[C@H](CN(C)C)N)=O ((R)-3-amino-4-dimethylamino-butyric acid benzyl ester dihydrochloride), FC=1C=C(CBr)C=CC1 (3-fluorobenzyl bromide), FC=1C=C(COCCCCCCCCO)C=CC1 (8-(3-fluoro-benzyloxy)-octan-1-ol). Product: C(C1=CC=CC=C1)OC(C[C@H](CN(C)C)NC(CCCCCCCOCC1=CC(=CC=C1)F)=O)=O ((R)-3-[8-(3-fluoro-benzyloxy)-octanoylamino]-4-dimethylamino-butyric acid benzyl ester). As a reaction SMILES: C(O)CCCCCCCO.FC1C=C(C=CC=1)CBr.[F:20][C:21]1[CH:22]=[C:23]([CH:35]=[CH:36][CH:37]=1)[CH2:24][O:25][CH2:26][CH2:27][CH2:28][CH2:29][CH2:30][CH2:31][CH2:32][CH2:33][OH:34].FC1C=C(C=CC=1)COCCCCCCCC(O)=O.Cl.Cl.[CH2:59]([O:66][C:67](=[O:75])[CH2:68][C@@H:69]([NH2:74])[CH2:70][N:71]([CH3:73])[CH3:72])[C:60]1[CH:65]=[CH:64][CH:63]=[CH:62][CH:61]=1>>[CH2:59]([O:66][C:67](=[O:75])[CH2:68][C@@H:69]([NH:74][C:33](=[O:34])[CH2:32][CH2:31][CH2:30][CH2:29][CH2:28][CH2:27][CH2:26][O:25][CH2:24][C:23]1[CH:35]=[CH:36][CH:37]=[C:21]([F:20])[CH:22]=1)[CH2:70][N:71]([CH3:72])[CH3:73])[C:60]1[CH:65]=[CH:64][CH:63]=[CH:62][CH:61]=1 |f:4.5.6|. Procedure details: The title compound, m/e=397.4 ([M+H]+), was produced in analogy with intermediate 1, steps 1 to 4. Thus, 1,8-octanediol was alkylated in step 1 with 3-fluorobenzyl bromide, leading to 8-(3-fluoro-benzyloxy)-octan-1-ol, which was oxidized in step 2 to 8-(3-fluoro-benzyloxy)-octanoic acid. This was coupled in step 3 with (R)-3-amino-4-dimethylamino-butyric acid benzyl ester dihydrochloride to produce (R)-3-[8-(3-fluoro-benzyloxy)-octanoylamino]-4-dimethylamino-butyric acid benzyl ester, which was ... Reactants: Br, COCCn1c(=N)sc2ccccc21, Cc1c(F)cccc1C(=O)O. Product: COCCn1c(=NC(=O)c2cccc(F)c2C)sc2ccccc21. Reaction SMILES: [BrH:1].[CH3:2][O:3][CH2:4][CH2:5][n:6]1[c:7](=[NH:15])[s:8][c:9]2[c:10]1[cH:11][cH:12][cH:13][cH:14]2.[F:16][c:17]1[c:18]([CH3:26])[c:19]([C:20](=[O:21])[OH:22])[cH:23][cH:24][cH:25]1>>[CH3:2][O:3][CH2:4][CH2:5][n:6]1[c:7](=[N:15][C:20]([c:19]2[c:18]([CH3:26])[c:17]([F:16])[cH:25][cH:24][cH:23]2)=[O:21])[s:8][c:9]2[c:10]1[cH:11][cH:12][cH:13][cH:14]2. Starting materials: CN(C=O)C (dimethylformamide), COC1=C(C=CC=C1)C1=CN(C2=NC=C(C=C21)C2=CN=CC(=N2)CC(=O)N(C)C)S(=O)(=O)C2=CC=C(C=C2)C (2-{6-[3-(2-Methoxy-phenyl)-1-(toluene-4-sulfonyl)-1H-pyrrolo[2,3-b]pyridin-5-yl]-pyrazin-2-yl}-N,N-dimethyl-acetamide), [OH-].[K+] (potassium hydroxide). The solvent is CO (methanol). Run at time 30 minute. The product is OC(C(=O)N(C)C)C1=NC(=CN=C1)C=1C=C2C(=NC1)NC=C2C2=C(C=CC=C2)OC (2-hydroxy-2-{6-[3-(2-methoxy-phenyl)-1H-pyrrolo[2,3-b]pyridin-5-yl]-pyrazin-2-yl}-N,N-dimethyl-acetamide). The yield is 22.8%. Reaction SMILES: [CH3:1][O:2][C:3]1[CH:8]=[CH:7][CH:6]=[CH:5][C:4]=1[C:9]1[C:17]2[C:12](=[N:13][CH:14]=[C:15]([C:18]3[N:23]=[C:22]([CH2:24][C:25]([N:27]([CH3:29])[CH3:28])=[O:26])[CH:21]=[N:20][CH:19]=3)[CH:16]=2)[N:11](S(C2C=CC(C)=CC=2)(=O)=O)[CH:10]=1.CN(C)C=[O:43].[OH-].[K+]>CO>[OH:43][CH:24]([C:22]1[CH:21]=[N:20][CH:19]=[C:18]([C:15]2[CH:16]=[C:17]3[C:9]([C:4]4[CH:5]=[CH:6][CH:7]=[CH:8][C:3]=4[O:2][CH3:1])=[CH:10][NH:11][C:12]3=[N:13][CH:14]=2)[N:23]=1)[C:25]([N:27]([CH3:29])[CH3:28])=[O:26] |f:2.3|. Procedure details: Crude 2-{6-[3-(2-Methoxy-phenyl)-1-(toluene-4-sulfonyl)-1H-pyrrolo[2,3-b]pyridin-5-yl]-pyrazin-2-yl}-N,N-dimethyl-acetamide (0.271 mmol) was dissolved in methanol (1 mL) and dimethylformamide (1 mL) and 50% w/v aqueous potassium hydroxide (0.5 mL) was added. After 30 minutes, the reaction was quenched by addition of acetic acid (0.5 mL). The mixture was carefully poured into saturated sodium bicarbonate and extracted with ethyl acetate. The organics were dried over sodium sulfate, filtered and d...